The task is: describe an organic reaction: reactants, conditions, products, and yield. This data is from the Open Reaction Database (ORD), a public repository of structured organic reaction records. Starting materials: arsenates, ClCl (chlorine), C(C=CC1=CC=CC=C1)=O (cinnamaldehyde), manganous dimethyldithiocarbamate, CC1=CC(=C(C(=C1C(=O)C=2C(=C(C=CC2OC)Br)C)OC)OC)OC (metrafenone), CC1=CC(=O)NO1 (hymexazole), CC1=C(C(=CC=C1)C)N([C@H](C)C(=O)OC)C(=O)CC2=CC=CC=C2 (benalaxyl-M), C[C@H](C1=NC2=C(S1)C=C(C=C2)F)NC(=O)[C@H](C(C)C)NC(=O)O (benthiavalicarb), CCCCNC(=O)OCC#CI (iodocarb). Reagents/catalysts: [Cl-].[Cd+2].[Cl-] (cadmium chloride), C(CCCCCCC\C=C/CCCCCCCC)(=O)[O-].[Cu+2].C(CCCCCCC\C=C/CCCCCCCC)(=O)[O-] (copper oleate), [Hg] (mercury), C([O-])([O-])=O.[NH4+].[Cu+] (copper ammoniumcarbonate). Yields the product CCCCCCCCCCCCN1CC(OC(C1)C)C (aldimorph). RXN SMILES: CC1C=CC=[C:4]([CH3:8])[C:3]=1[N:9]([C:16]([CH2:18][C:19]1[CH:24]=[CH:23][CH:22]=[CH:21][CH:20]=1)=O)[C@@H:10]([C:12]([O:14]C)=O)C.C[C@@H](NC([C@@H](NC(O)=O)C(C)C)=O)C1S[C:30]2[CH:32]=C(F)C=[CH:35][C:29]=2N=1.ClCl.[CH:50](=O)C=CC1C=CC=CC=1.CCCCNC(OCC#CI)=O.CC1ONC(=O)C=1.CC1C(C(C2C(C)=C(Br)C=CC=2OC)=O)=C(OC)C(OC)=C(OC)C=1>[Cl-].[Cd+2].[Cl-].C(=O)([O-])[O-].[NH4+].[Cu+].C([O-])(=O)CCCCCCC/C=C\CCCCCCCC.[Cu+2].C([O-])(=O)CCCCCCC/C=C\CCCCCCCC.[Hg]>[CH3:35][CH2:29][CH2:30][CH2:32][CH2:20][CH2:21][CH2:22][CH2:23][CH2:24][CH2:19][CH2:18][CH2:16][N:9]1[CH2:3][CH:4]([CH3:8])[O:14][CH:12]([CH3:50])[CH2:10]1 |f:7.8.9,10.11.12,13.14.15|. Reported procedure: arsenates (CAS 1327-53-3); benalaxyl-M (CAS 98243-83-5); benthiavalicarb (CAS 413615-35-7); cadmium chloride (CAS 10108-64-2); cedar leaf oil (CAS 8007-20-3); chlorine (CAS 7782-50-5); cinnamaldehyde (CAS: 104-55-2); copper ammoniumcarbonate (CAS 33113-08-5); copper oleate (CAS 1120-44-1); iodocarb (3-Iodo-2-propynyl butyl carbamate) (CAS 55406-53-6); hymexazole (CAS 10004-44-1); manganous dimethyldithiocarbamate (CAS 15339-36-3); mercury (CAS 7487-94-7; 21908-53-2; 7546-30-7); metrafenone (CAS ... Starting materials: COC=1C=C2C(CCOC2=CC1)=O (6-methoxy-4-chromanone), N1C=C(C2=CC=CC=C12)C=O (3-indolecarbaldehyde). Yields the product N1C=C(C2=CC=CC=C12)C=C1COC2=CC=C(C=C2C1=O)OC (3-(3-Indolyl)methylene-6-methoxy-4-chromanone). As a reaction SMILES: [CH3:1][O:2][C:3]1[CH:4]=[C:5]2[C:10](=[CH:11][CH:12]=1)[O:9][CH2:8][CH2:7][C:6]2=[O:13].[NH:14]1[C:22]2[C:17](=[CH:18][CH:19]=[CH:20][CH:21]=2)[C:16]([CH:23]=O)=[CH:15]1>>[NH:14]1[C:22]2[C:17](=[CH:18][CH:19]=[CH:20][CH:21]=2)[C:16]([CH:23]=[C:7]2[C:6](=[O:13])[C:5]3[C:10](=[CH:11][CH:12]=[C:3]([O:2][CH3:1])[CH:4]=3)[O:9][CH2:8]2)=[CH:15]1. Procedure: By the method of Example 1, 6-methoxy-4-chromanone (10.0 g) and 3-indolecarbaldehyde were converted to present title product recrystallized from CH3OH/CH2Cl2, 16.7 g (98%), m.p. 217°-219° C. The reactants are CNC, CC(=O)OC(C)=O, CC(C)c1cc2ccccc2c(=O)[nH]1, Cl. The product is CC(C)c1[nH]c(=O)c2ccccc2c1CN(C)C. As a reaction SMILES: [CH3:2][NH:3][CH3:4].[CH3:5][C:6]([O:7][C:8](=[O:9])[CH3:10])=[O:11].[CH:12]([CH3:13])([CH3:14])[c:15]1[nH:16][c:17](=[O:25])[c:18]2[cH:19][cH:20][cH:21][cH:22][c:23]2[cH:24]1.[ClH:1]>>[CH3:2][N:3]([CH3:4])[CH2:5][c:24]1[c:15]([CH:12]([CH3:13])[CH3:14])[nH:16][c:17](=[O:25])[c:18]2[cH:19][cH:20][cH:21][cH:22][c:23]21. Reactants: NC1=C(SC2=NC(=CC(=C21)CCC)N2CCC(CC2)O)C#N (3-Amino-6-(4-hydroxy-piperidin-1-yl)-4-propyl-thieno[2,3-b]pyridine-2-carbonitrile), C(O)(O)=O.NC(=N)N (guanidine carbonate). Product: NC=1N=C(C2=C(N1)C1=C(S2)N=C(C=C1CCC)N1CCC(CC1)O)N (1-(2,4-diamino-9-propyl-pyrido[3′,2′:4,5]thieno[3,2-d]pyrimidin-7-yl)-piperidin-4-ol). The yield is 16.7%. RXN SMILES: N[C:2]1[C:10]2[C:5](=[N:6][C:7]([N:14]3[CH2:19][CH2:18][CH:17]([OH:20])[CH2:16][CH2:15]3)=[CH:8][C:9]=2[CH2:11][CH2:12][CH3:13])[S:4][C:3]=1[C:21]#[N:22].C(=O)(O)O.[NH2:27][C:28]([NH2:30])=[NH:29]>>[NH2:29][C:28]1[N:30]=[C:21]([NH2:22])[C:3]2[S:4][C:5]3[N:6]=[C:7]([N:14]4[CH2:19][CH2:18][CH:17]([OH:20])[CH2:16][CH2:15]4)[CH:8]=[C:9]([CH2:11][CH2:12][CH3:13])[C:10]=3[C:2]=2[N:27]=1 |f:1.2|. Procedure: 3-Amino-6-(4-hydroxy-piperidin-1-yl)-4-propyl-thieno[2,3-b]pyridine-2-carbonitrile (316 mg, 1.00 mol) (see Example 2) and guanidine carbonate (360 mg, 2 mmol) was mixed in a test tube. The mixture was heated to a melt for 15 min until the gas evolution stopped. After cooling to room temperature, the mixture purified by flash chromatography (35 g silica gel cartridge, 10% MeOH in dichloromethane, 30 mL/min for 15 min, Rf=0.25) to give the title compound as a yellow solid (120 mg, 33%). The reactants are [H-].[Al+3].[Li+].[H-].[H-].[H-] (lithium aluminiumhydride), FC(C1=CC=C(C=C1)C=1C=C2CCC(NC2=CC1)=O)(F)F (6-(4-Trifluoromethyl-phenyl)-3,4-dihydro-1H-quinolin-2-one), O (water), [OH-].[Na+] (sodium hydroxide), ice. The solvent is O1CCCC1 (tetrahydrofuran), O1CCCC1 (tetrahydrofuran). Conditions: time 1 hour. Product: FC(C1=CC=C(C=C1)C=1C=C2CCCNC2=CC1)(F)F (6-(4-Trifluoromethyl-phenyl)-1,2,3,4-tetrahydro-quinoline). Yield: 80.9%. RXN SMILES: [F:1][C:2]([F:21])([F:20])[C:3]1[CH:8]=[CH:7][C:6]([C:9]2[CH:10]=[C:11]3[C:16](=[CH:17][CH:18]=2)[NH:15][C:14](=O)[CH2:13][CH2:12]3)=[CH:5][CH:4]=1.[H-].[Al+3].[Li+].[H-].[H-].[H-].O.[OH-].[Na+]>O1CCCC1>[F:21][C:2]([F:1])([F:20])[C:3]1[CH:4]=[CH:5][C:6]([C:9]2[CH:10]=[C:11]3[C:16](=[CH:17][CH:18]=2)[NH:15][CH2:14][CH2:13][CH2:12]3)=[CH:7][CH:8]=1 |f:1.2.3.4.5.6,8.9|. Procedure: 630 mg 6-(4-Trifluoromethyl-phenyl)-3,4-dihydro-1H-quinolin-2-one were dissolved in 10 ml tetrahydrofuran. 4.76 ml lithium aluminiumhydride 1M solution in tetrahydrofuran were added and the reaction mixture stirred for one hour at room temperature. Then 100 μl water and 100 μl 15% sodium hydroxide solution were added to the ice cooled reaction mixture. Then the reaction mixture was filtered off insoluble salts, and the filtrate evaporated under reduced pressure to obtain 485 mg 6-(4-Trifluoromet... Starting materials: Br.BrCCC1=C(N=C2N(C1=O)C(=CS2)C)C (6-(2-bromoethyl)-3,7-dimethyl-5H-thiazolo[3,2-a]pyrimidin-5-one monohydrobromide), Br.Br.FC1=CC=C(C=C1)CN1C(=NC2=C1C=CC=C2)NC2CCNCC2 (1-[(4-fluorophenyl)methyl]-N-(4-piperidinyl)-1H-benzimidazol-2-amine dihydrobromide), C([O-])([O-])=O.[Na+].[Na+] (sodium carbonate). The solvent is CN(C=O)C (N,N-dimethylformamide). Conditions: temperature 70 celsius. The product is FC1=CC=C(C=C1)CN1C(=NC2=C1C=CC=C2)NC2CCN(CC2)CCC2=C(N=C1N(C2=O)C(=CS1)C)C (6-[2-[4-[[1-[(4-fluorophenyl)methyl]-1H-benzimidazol-2-yl]amino]-1-piperidinyl]ethyl]-3,7-dimethyl-5H-thiazolo[3,2-a]pyrimidin-5-one). The yield is 62.8%. Reaction SMILES: Br.Br[CH2:3][CH2:4][C:5]1[C:10](=[O:11])[N:9]2[C:12]([CH3:15])=[CH:13][S:14][C:8]2=[N:7][C:6]=1[CH3:16].Br.Br.[F:19][C:20]1[CH:25]=[CH:24][C:23]([CH2:26][N:27]2[C:31]3[CH:32]=[CH:33][CH:34]=[CH:35][C:30]=3[N:29]=[C:28]2[NH:36][CH:37]2[CH2:42][CH2:41][NH:40][CH2:39][CH2:38]2)=[CH:22][CH:21]=1.C(=O)([O-])[O-].[Na+].[Na+]>CN(C)C=O>[F:19][C:20]1[CH:25]=[CH:24][C:23]([CH2:26][N:27]2[C:31]3[CH:32]=[CH:33][CH:34]=[CH:35][C:30]=3[N:29]=[C:28]2[NH:36][CH:37]2[CH2:38][CH2:39][N:40]([CH2:3][CH2:4][C:5]3[C:10](=[O:11])[N:9]4[C:12]([CH3:15])=[CH:13][S:14][C:8]4=[N:7][C:6]=3[CH3:16])[CH2:41][CH2:42]2)=[CH:22][CH:21]=1 |f:0.1,2.3.4,5.6.7|. Procedure details: A mixture of 5.52 parts of 6-(2-bromoethyl)-3,7-dimethyl-5H-thiazolo[3,2-a]pyrimidin-5-one monohydrobromide, 7.3 parts of 1-[(4-fluorophenyl)methyl]-N-(4-piperidinyl)-1H-benzimidazol-2-amine dihydrobromide, 6.4 parts of sodium carbonate and 135 parts of N,N-dimethylformamide was stirred and heated overnight at 70° C. The reaction mixture was poured onto water. The product was extracted with trichloromethane. The extract was dried, filtered and evaporated. The residue was purified by column chrom... Starting materials: CC(C)(C)OC(=O)N1CCCC1CSc1ccc(Oc2ccccc2)cc1, CO, CCOCC, Cl. The product is c1ccc(Oc2ccc(SCC3CCCN3)cc2)cc1. RXN SMILES: [C:1]([O:2][C:3](=[O:4])[N:8]1[CH:9]([CH2:13][S:14][c:15]2[cH:16][cH:17][c:18]([O:21][c:22]3[cH:23][cH:24][cH:25][cH:26][cH:27]3)[cH:19][cH:20]2)[CH2:10][CH2:11][CH2:12]1)([CH3:5])([CH3:6])[CH3:7].[CH3:29][OH:30].[CH3:31][CH2:32][O:33][CH2:34][CH3:35].[ClH:28]>>[NH:8]1[CH:9]([CH2:13][S:14][c:15]2[cH:16][cH:17][c:18]([O:21][c:22]3[cH:23][cH:24][cH:25][cH:26][cH:27]3)[cH:19][cH:20]2)[CH2:10][CH2:11][CH2:12]1. Reactants: solution, Cl (hydrogen chloride), O[C@@H]1C[C@H](N(C1)C)CCOC1=C(C=CC=C1)CCC1=CC(=CC(=C1)OC)OC ((2R,4R)-4-hydroxy-2-(2-{2-[2-(3,5-dimethoxyphenyl)ethyl]phenoxy}ethyl)-1-methylpyrrolidine). Run in O1CCOCC1 (dioxane), O1CCOCC1 (dioxane). The product is Cl.COC=1C=C(C=C(C1)OC)CCC1=C(OCC[C@H]2N(C[C@@H](C2)O)C)C=CC=C1 ((2R,4R)-2-(2-{2-[2-(3,5-Dimethoxyphenyl)ethyl]phenoxy]ethyl]-4-hydroxy-1-methylpyrrolidine hydrochloride). Isolated yield 84.0%. As a reaction SMILES: [OH:1][C@H:2]1[CH2:6][N:5]([CH3:7])[C@H:4]([CH2:8][CH2:9][O:10][C:11]2[CH:16]=[CH:15][CH:14]=[CH:13][C:12]=2[CH2:17][CH2:18][C:19]2[CH:24]=[C:23]([O:25][CH3:26])[CH:22]=[C:21]([O:27][CH3:28])[CH:20]=2)[CH2:3]1.[ClH:29]>O1CCOCC1>[ClH:29].[CH3:26][O:25][C:23]1[CH:24]=[C:19]([CH2:18][CH2:17][C:12]2[CH:13]=[CH:14][CH:15]=[CH:16][C:11]=2[O:10][CH2:9][CH2:8][C@@H:4]2[CH2:3][C@@H:2]([OH:1])[CH2:6][N:5]2[CH3:7])[CH:20]=[C:21]([O:27][CH3:28])[CH:22]=1 |f:3.4|. Reported procedure: 0.535 g of (2R,4R)-4-hydroxy-2-(2-{2-[2-(3,5-dimethoxyphenyl)ethyl]phenoxy}ethyl)-1-methylpyrrolidine [prepared as described in step (c) above] was dissolved in 5 ml of dioxane, and 1.04 ml of a 4N solution of hydrogen chloride in dioxane was added to the solution, which was then concentrated by distillation under reduced pressure. The resulting oil was dissolved in 2 ml of methylene chloride, and 40 ml of ethyl acetate were added to the solution, which was then allowed to stand at room temperat...